Dataset: the Open Reaction Database (ORD), a public repository of structured organic reaction records. Task: describe an organic reaction: reactants, conditions, products, and yield Reactants: COc1ccc(-c2ccccc2-c2ccccc2C)cn1, ClCCl, C[Si](C)(C)I. Yields the product Cc1ccccc1-c1ccccc1-c1ccc(O)nc1. Reaction SMILES: [CH3:1][O:2][c:3]1[n:4][cH:5][c:6](-[c:9]2[c:10](-[c:15]3[c:16]([CH3:21])[cH:17][cH:18][cH:19][cH:20]3)[cH:11][cH:12][cH:13][cH:14]2)[cH:7][cH:8]1.[Cl:27][CH2:28][Cl:29].[I:22][Si:23]([CH3:24])([CH3:25])[CH3:26]>>[OH:2][c:3]1[n:4][cH:5][c:6](-[c:9]2[c:10](-[c:15]3[c:16]([CH3:21])[cH:17][cH:18][cH:19][cH:20]3)[cH:11][cH:12][cH:13][cH:14]2)[cH:7][cH:8]1. Reported procedure: To a stirring solution of (tert-butoxy)-N-[(2-bromo-5-nitrophenyl)methyl]-N-(3-hydroxypropyl)carboxamide (1 eq) in methylene chloride (0.1 M) at room temperature was added Dess-Martin reagent (1.2 eq). After stirring for 1.5 hr, the reaction mixture was quenched with ether, saturated sodium bicarbonate, and followed by the addition of solid sodium thiosulfate. The organic phase was separated, washed with brine, dried over anhydrous sodium sulfate, filtered and concentrated in vacuo to afford pro... The solvent is C(Cl)Cl (methylene chloride). As a reaction SMILES: [C:1]([O:5][C:6]([N:8]([CH2:13][C:14]1[CH:19]=[C:18]([N+:20]([O-:22])=[O:21])[CH:17]=[CH:16][C:15]=1[Br:23])[CH2:9][CH2:10][CH2:11][OH:12])=[O:7])([CH3:4])([CH3:3])[CH3:2].CC(OI1(OC(C)=O)(OC(C)=O)OC(=O)C2C=CC=CC1=2)=O>C(Cl)Cl>[C:1]([O:5][C:6]([N:8]([CH2:13][C:14]1[CH:19]=[C:18]([N+:20]([O-:22])=[O:21])[CH:17]=[CH:16][C:15]=1[Br:23])[CH2:9][CH2:10][CH:11]=[O:12])=[O:7])([CH3:4])([CH3:2])[CH3:3]. Yields the product C(C)(C)(C)OC(=O)N(CCC=O)CC1=C(C=CC(=C1)[N+](=O)[O-])Br ((tert-Butoxy)-N-[(2-bromo-5-nitrophenyl)methyl]-N-(3-oxopropyl)carboxamide). Starting materials: C(C)(C)(C)OC(=O)N(CCCO)CC1=C(C=CC(=C1)[N+](=O)[O-])Br ((tert-butoxy)-N-[(2-bromo-5-nitrophenyl)methyl]-N-(3-hydroxypropyl)carboxamide), CC(=O)OI1(C=2C=CC=CC2C(=O)O1)(OC(=O)C)OC(=O)C (Dess-Martin reagent). Run at time 1.5 hour. The reactants are N=1C=CN2C1C=C(C=C2)C#N (imidazo[1,2-a]pyridine-7-carbonitrile), IN1C(CCC1=O)=O (N-iodosuccinimide), CN(C)C=O (DMF). The solvent is C(C)(=O)OCC (ethyl acetate), C1CCOC1 (THF), S(=S)(=O)([O-])[O-].[Na+].[Na+] (sodium thiosulfate). Run at time 2 hour. Product: IC1=CN=C2N1C=CC(=C2)C#N (3-iodo-imidazo[1,2-a]pyridine-7-carbonitrile). Reaction SMILES: [N:1]1[CH:2]=[CH:3][N:4]2[CH:9]=[CH:8][C:7]([C:10]#[N:11])=[CH:6][C:5]=12.[I:12]N1C(=O)CCC1=O.CN(C=O)C>C(OCC)(=O)C.C1COCC1.S([O-])([O-])(=O)=S.[Na+].[Na+]>[I:12][C:3]1[N:4]2[CH:9]=[CH:8][C:7]([C:10]#[N:11])=[CH:6][C:5]2=[N:1][CH:2]=1 |f:5.6.7|. Procedure details: In a 50 mL round-bottomed flask, imidazo[1,2-a]pyridine-7-carbonitrile (1.1 g, 7.68 mmol) and N-iodosuccinimide (2.07 g, 9.22 mmol) were combined with DMF (50 ml) to give a colorless solution. The reaction mixture kept at 20° C. and stirred for 2 h. The reaction mixture was diluted with ethyl acetate (150 ml), THF (50 ml) and 300 ml of 5% sodium thiosulfate and well shaken. The aqueous layer was back-extracted with ethyl acetate (1×100 mL). The organic layers were combined, washed with water, br... The reactants are N(=NC(=O)OCC)C(=O)OCC (diethyl azodicarboxylate), COC1=C(CN2S(NCC2=O)(=O)=O)C=CC(=C1)OC (2-(2,4-dimethoxybenzyl)-1,1-dioxo-1,2,5-thiadiazolidin-3-one), C(C)(C)(C)OC(NC1=CC=C(C=C1)CO)=O ((4-hydroxymethylphenyl)carbamic acid t-butyl ester), C1(=CC=CC=C1)P(C1=CC=CC=C1)C1=CC=CC=C1 (triphenylphosphine). Solvent: C1CCOC1 (THF), C1CCOC1 (THF). Run at time 16 hour. Yields the product C(C)(C)(C)OC(NC1=CC=C(C=C1)CN1S(N(C(C1)=O)CC1=C(C=C(C=C1)OC)OC)(=O)=O)=O ({4-[5-(2,4-dimethoxybenzyl)-1,1,4-trioxo-1,2,5-thiadiazolidin-2-ylmethyl]-phenyl}-carbamic acid t-butyl ester). As a reaction SMILES: [CH3:1][O:2][C:3]1[CH:17]=[C:16]([O:18][CH3:19])[CH:15]=[CH:14][C:4]=1[CH2:5][N:6]1[C:10](=[O:11])[CH2:9][NH:8][S:7]1(=[O:13])=[O:12].[C:20]([O:24][C:25](=[O:35])[NH:26][C:27]1[CH:32]=[CH:31][C:30]([CH2:33]O)=[CH:29][CH:28]=1)([CH3:23])([CH3:22])[CH3:21].C1(P(C2C=CC=CC=2)C2C=CC=CC=2)C=CC=CC=1.N(C(OCC)=O)=NC(OCC)=O>C1COCC1>[C:20]([O:24][C:25](=[O:35])[NH:26][C:27]1[CH:28]=[CH:29][C:30]([CH2:33][N:8]2[CH2:9][C:10](=[O:11])[N:6]([CH2:5][C:4]3[CH:14]=[CH:15][C:16]([O:18][CH3:19])=[CH:17][C:3]=3[O:2][CH3:1])[S:7]2(=[O:13])=[O:12])=[CH:31][CH:32]=1)([CH3:23])([CH3:22])[CH3:21]. Procedure: The title B compound, 2-(2,4-dimethoxybenzyl)-1,1-dioxo-1,2,5-thiadiazolidin-3-one (98 mg, 0.34 mmol) and (4-hydroxymethylphenyl)carbamic acid t-butyl ester (153 mg, 0.68 mmol) and triphenylphosphine (180 mg, 0.68 mmol) are dissolved in THF (10 mL) with stirring under argon atmosphere. The reaction is cooled in an ice/water bath and diethyl azodicarboxylate (0.107 mL, 0.68 mmol) dissolved in THF (0.107 mL) is added dropwise. After 16 h, the solvent is evaporated and the residue is taken up in a ... The reactants are Nc1ccccc1Br, C1CCOC1, [Na+], [Na+], O=C([O-])[O-], OB(O)c1ccco1. Yields the product Nc1ccccc1-c1ccco1. Reaction SMILES: [Br:1][c:2]1[c:3]([NH2:4])[cH:5][cH:6][cH:7][cH:8]1.[CH2:23]1[O:24][CH2:25][CH2:26][CH2:27]1.[Na+:17].[Na+:18].[O-:19][C:20](=[O:21])[O-:22].[o:9]1[c:10]([B:14]([OH:15])[OH:16])[cH:11][cH:12][cH:13]1>>[c:2]1(-[c:10]2[o:9][cH:13][cH:12][cH:11]2)[c:3]([NH2:4])[cH:5][cH:6][cH:7][cH:8]1.